This data is from the Open Reaction Database (ORD), a public repository of structured organic reaction records. The task is: describe an organic reaction: reactants, conditions, products, and yield Starting materials: O=C([O-])CC(O)(CC(=O)[O-])C(=O)[O-], COc1cc2ncnc(C3CCNCC3)c2cc1OC, Cc1ccccc1, CCN(C(C)C)C(C)C, O=C(Cl)Cl, ClCCl, [Na+], [Na+], [Na+]. The product is COc1cc2ncnc(C3CCN(C(=O)Cl)CC3)c2cc1OC. RXN SMILES: [C:41]([O-:42])(=[O:43])[CH2:44][C:45]([CH2:46][C:47]([O-:48])=[O:49])([C:50]([O-:51])=[O:52])[OH:53].[CH3:12][O:13][c:14]1[cH:15][c:16]2[c:17]([CH:26]3[CH2:27][CH2:28][NH:29][CH2:30][CH2:31]3)[n:18][cH:19][n:20][c:21]2[cH:22][c:23]1[O:24][CH3:25].[CH3:5][c:6]1[cH:7][cH:8][cH:9][cH:10][cH:11]1.[CH:32]([N:33]([CH2:34][CH3:35])[CH:36]([CH3:37])[CH3:38])([CH3:39])[CH3:40].[Cl:1][C:2]([Cl:3])=[O:4].[Cl:57][CH2:58][Cl:59].[Na+:54].[Na+:55].[Na+:56]>>[Cl:1][C:2](=[O:4])[N:29]1[CH2:28][CH2:27][CH:26]([c:17]2[c:16]3[cH:15][c:14]([O:13][CH3:12])[c:23]([O:24][CH3:25])[cH:22][c:21]3[n:20][cH:19][n:18]2)[CH2:31][CH2:30]1. The reactants are C(O)([O-])=O.[Na+].C([O-])([O-])=O.[Na+].[Na+] (sodium hydrogen carbonate sodium carbonate), C(O)([O-])=O.[Na+] (sodium hydrogen carbonate), C(C)(C)(C)OC(NC(C\C=C\C(N(C)[C@H](COCC1=CC=CC=C1)C(N([C@H](CC1=CC=CC=C1)C(NC)=O)C)=O)=O)(C)C)=O (((3E)-4-(N-((1R)-2-Benzyloxy-1-(N-methyl-N-((1R)-1-(methylcarbamoyl)-2-phenylethyl)carbamoyl)ethyl)-N-methylcarbamoyl)-1,1-dimethylbut-3-enyl)carbamic acid tert-butyl ester), FC(C(=O)O)(F)F (trifluoroacetic acid). Solvent: C(Cl)Cl (Methylene chloride), C(Cl)Cl (methylene chloride). Reaction conditions: time 7 minute. The product is C(C1=CC=CC=C1)OC[C@H](C(=O)N([C@H](CC1=CC=CC=C1)C(NC)=O)C)NC ((2R)-3-Benzyloxy-N-methyl-2-(methylamino)-N-((1R)-1-(methylcarbamoyl)-2-phenylethyl)propionamide). Isolated yield 75.0%. RXN SMILES: C(OC(=O)NC(C)(C)C/C=C/[C:12](=O)[N:13]([C@@H:15]([C:25](=[O:40])[N:26]([CH3:39])[C@@H:27]([C:35](=[O:38])[NH:36][CH3:37])[CH2:28][C:29]1[CH:34]=[CH:33][CH:32]=[CH:31][CH:30]=1)[CH2:16][O:17][CH2:18][C:19]1[CH:24]=[CH:23][CH:22]=[CH:21][CH:20]=1)C)(C)(C)C.FC(F)(F)C(O)=O.C(=O)([O-])O.[Na+].C(=O)([O-])[O-].[Na+].[Na+].C(=O)([O-])O.[Na+]>C(Cl)Cl>[CH2:18]([O:17][CH2:16][C@@H:15]([NH:13][CH3:12])[C:25]([N:26]([CH3:39])[C@@H:27]([C:35](=[O:38])[NH:36][CH3:37])[CH2:28][C:29]1[CH:30]=[CH:31][CH:32]=[CH:33][CH:34]=1)=[O:40])[C:19]1[CH:20]=[CH:21][CH:22]=[CH:23][CH:24]=1 |f:2.3.4.5.6,7.8|. Reported procedure: ((3E)-4-(N-((1R)-2-Benzyloxy-1-(N-methyl-N-((1R)-1-(methylcarbamoyl)-2-phenylethyl)carbamoyl)ethyl)-N-methylcarbamoyl)-1,1-dimethylbut-3-enyl)carbamic acid tert-butyl ester (0.275 g; 0.452 mmol) was dissolved in methylene chloride (3 mL) and trifluoroacetic acid (3 mL) was added and the reaction mixture was stirred for 7 min at room temperature. Methylene chloride (30 mL), an aqueous solution of sodium hydrogen carbonate/sodium carbonate (pH 9; 30 mL) and sodium hydrogen carbonate (solid) were a... The reactants are FC(CN1N=CN=C1C1=CN2CCOC3=C(C2=N1)C=CC(=C3)O)(F)F (2-[2-(2,2,2-trifluoro-ethyl)-2H-[1,2,4]triazol-3-yl]-4,5-dihydro-6-oxa-1,3a-diaza-benzo[e]azulen-8-ol), crude product, CO (methanol), COC(C(C(C)C)O)=O (2-hydroxy-3-methyl-butyric acid methyl ester), C(C)OC([C@H](C)O)=O ((S)-2-hydroxypropionic acid ethyl ester). Run in C(C)(=O)OCC (ethyl acetate). The product is C(C)OC([C@@H](C)OC1=CC2=C(C3=NC(=CN3CCO2)C=2N(N=CN2)CC(F)(F)F)C=C1)=O ((R)-2-{2-[2-(2,2,2-Trifluoro-ethyl)-2H-[1,2,4]triazol-3-yl]-4,5-dihydro-6-oxa-1,3a-diaza-benzo[e]azulen-8-yloxy}-propionic acid ethyl ester). RXN SMILES: [F:1][C:2]([F:25])([F:24])[CH2:3][N:4]1[C:8]([C:9]2[N:18]=[C:17]3[N:11]([CH2:12][CH2:13][O:14][C:15]4[CH:22]=[C:21]([OH:23])[CH:20]=[CH:19][C:16]=43)[CH:10]=2)=[N:7][CH:6]=[N:5]1.COC(=O)C(O)C(C)C.[CH2:35]([O:37][C:38](=[O:42])[C@@H:39](O)[CH3:40])[CH3:36].CO>C(OCC)(=O)C>[CH2:35]([O:37][C:38](=[O:42])[C@H:39]([O:23][C:21]1[CH:20]=[CH:19][C:16]2[C:17]3[N:11]([CH2:12][CH2:13][O:14][C:15]=2[CH:22]=1)[CH:10]=[C:9]([C:8]1[N:4]([CH2:3][C:2]([F:24])([F:1])[F:25])[N:5]=[CH:6][N:7]=1)[N:18]=3)[CH3:40])[CH3:36]. Reported procedure: Following the procedure of Example 426, 2-[2-(2,2,2-trifluoro-ethyl)-2H-[1,2,4]triazol-3-yl]-4,5-dihydro-6-oxa-1,3a-diaza-benzo[e]azulen-8-ol, 2-hydroxy-3-methyl-butyric acid methyl ester and (S)-2-hydroxypropionic acid ethyl ester were reacted and the crude product was subjected to flash chromatography (SiO2, gradient 0-10% methanol in ethyl acetate) to give (R)-2-{2-[2-(2,2,2-Trifluoro-ethyl)-2H-[1,2,4]triazol-3-yl]-4,5-dihydro-6-oxa-1,3a-diaza-benzo[e]azulen-8-yloxy}-propionic acid ethyl este... Starting materials: COP(OC)(=O)CC(CCC1=CC=CC=C1)=O (dimethyl(2-oxo-4-phenylbutyl)phosphonate), [3aα,4β,5α]-hexahydro-2-oxo-cyclopenta[b]furan-4-carboxaldehyde, aqueous solution, [OH-].[Na+] (sodium hydroxide), C(C)(=O)OCC (ethyl acetate). Reagents/catalysts: [Cl-].C(C)[N+](CC1=CC=CC=C1)(CC)CC (triethylbenzyl ammonium chloride). Run in ClCCl (dichloromethane). Conditions: time 40 minute. The product is O=C1CC2C(O1)CCC2\C=C\C(CCC2=CC=CC=C2)=O (Hexahydro-2-oxo-4-(5-phenyl-3-oxo-1E -pentenyl)-cyclopenta[b]furan), oil. RXN SMILES: COP([CH2:7][C:8](=[O:17])[CH2:9][CH2:10][C:11]1[CH:16]=[CH:15][CH:14]=[CH:13][CH:12]=1)(=O)OC.[OH-].[Na+].[C:20]([O:23][CH2:24][CH3:25])(=[O:22])[CH3:21]>[Cl-].C([N+](CC)(CC)CC1C=CC=CC=1)C.ClCCl>[O:22]=[C:20]1[O:23][CH:24]2[CH2:7][CH2:8][CH:9](/[CH:10]=[CH:7]/[C:8](=[O:17])[CH2:9][CH2:10][C:11]3[CH:12]=[CH:13][CH:14]=[CH:15][CH:16]=3)[CH:25]2[CH2:21]1 |f:1.2,4.5|. Procedure details: To a solution of dimethyl(2-oxo-4-phenylbutyl)phosphonate (1.40 g, 5.46 mmol), [3aα,4β,5α]-hexahydro-2-oxo-cyclopenta[b]furan-4-carboxaldehyde (4) (0.765 mg, 4.96 mmol) and triethylbenzyl ammonium chloride (110 mg 0.48 mmol) in dichloromethane (10 mL) at room temperature was added a 10M aqueous solution sodium hydroxide (0.55 mL, 5.5 mmol) and the resulting mixture was vigorously stirred for 40 min. The reaction was then diluted with ethyl acetate and washed with water (2×10 mL) and brine (1×10 ...